From a dataset of the Open Reaction Database (ORD), a public repository of structured organic reaction records. describe an organic reaction: reactants, conditions, products, and yield Starting materials: N1=CC(=CC=C1)N=C=O (3-pyridylisocyanate), ClC1=C2CCNC2=CC=C1Cl (4,5-dichloroindoline). The product is ClC1=C2CCN(C2=CC=C1Cl)C(NC=1C=NC=CC1)=O (4,5-Dichloro-1-(3-pyridylcarbamoyl)indoline). Reaction SMILES: [N:1]1[CH:6]=[CH:5][CH:4]=[C:3]([N:7]=[C:8]=[O:9])[CH:2]=1.[Cl:10][C:11]1[C:19]([Cl:20])=[CH:18][CH:17]=[C:16]2[C:12]=1[CH2:13][CH2:14][NH:15]2>>[Cl:10][C:11]1[C:19]([Cl:20])=[CH:18][CH:17]=[C:16]2[C:12]=1[CH2:13][CH2:14][N:15]2[C:8](=[O:9])[NH:7][C:3]1[CH:2]=[N:1][CH:6]=[CH:5][CH:4]=1. Reported procedure: The title compound was prepared as in the method of (Example 2) from 3-pyridylisocyanate and 4,5-dichloroindoline (D32) to give (E16) (0.5 g, 25%) m.p. >240° C. The reactants are CC#N, Cn1ccnc1, Cl, FC(F)=C(F)C(F)(F)F. Yields the product C[n+]1ccn(C(F)(F)C(F)C(F)(F)F)c1, [Cl-]. RXN SMILES: [CH3:17][C:18]#[N:19].[CH3:1][n:2]1[cH:3][n:4][cH:5][cH:6]1.[ClH:7].[F:8][C:9](=[C:10]([C:11]([F:12])([F:13])[F:14])[F:15])[F:16]>>[CH3:1][n+:2]1[cH:3][n:4]([C:9]([F:8])([CH:10]([C:11]([F:12])([F:13])[F:14])[F:15])[F:16])[cH:5][cH:6]1.[Cl-:7]. Starting materials: CCOC(=O)C(C)n1cc(-c2cnc(N3CCC(Oc4cc(F)ccc4Br)CC3)nc2)nn1, C1CCOC1, CO, [Li+], [OH-], O. Yields the product CC(C(=O)O)n1cc(-c2cnc(N3CCC(Oc4cc(F)ccc4Br)CC3)nc2)nn1. As a reaction SMILES: [Br:1][c:2]1[c:3]([O:4][CH:5]2[CH2:6][CH2:7][N:8]([c:11]3[n:12][cH:13][c:14](-[c:17]4[n:18][n:19][n:20]([CH:22]([C:23](=[O:24])[O:25][CH2:26][CH3:27])[CH3:28])[cH:21]4)[cH:15][n:16]3)[CH2:9][CH2:10]2)[cH:29][c:30]([F:33])[cH:31][cH:32]1.[CH2:34]1[O:35][CH2:36][CH2:37][CH2:38]1.[CH3:42][OH:43].[Li+:39].[OH-:40].[OH2:41]>>[Br:1][c:2]1[c:3]([O:4][CH:5]2[CH2:6][CH2:7][N:8]([c:11]3[n:12][cH:13][c:14](-[c:17]4[n:18][n:19][n:20]([CH:22]([C:23](=[O:24])[OH:25])[CH3:28])[cH:21]4)[cH:15][n:16]3)[CH2:9][CH2:10]2)[cH:29][c:30]([F:33])[cH:31][cH:32]1. Product: C(C)(C)(C)OC(C1=CC(C(=O)OC(C)(C)C)=CC(=C1)OCCCCCCCCCC(=O)ON1C(CCC1=O)=O)=O (5-[9-(2,5-Dioxo-pyrrolidin-1-yloxycarbonyl)-nonyloxy]-isophthalic Acid Di-tert-butyl Ester). The solvent is C1CCOC1 (THF). As a reaction SMILES: [C:1]([O:5][C:6](=[O:33])[C:7]1[CH:19]=[C:18]([O:20][CH2:21][CH2:22][CH2:23][CH2:24][CH2:25][CH2:26][CH2:27][CH2:28][CH2:29][C:30]([OH:32])=[O:31])[CH:17]=[C:9]([C:10]([O:12][C:13]([CH3:16])([CH3:15])[CH3:14])=[O:11])[CH:8]=1)([CH3:4])([CH3:3])[CH3:2].[B-](F)(F)(F)F.CN(C(O[N:47]1[C:52](=[O:53])[CH2:51][CH2:50][C:48]1=[O:49])=[N+](C)C)C.CCN(C(C)C)C(C)C>C1COCC1>[C:1]([O:5][C:6](=[O:33])[C:7]1[CH:19]=[C:18]([O:20][CH2:21][CH2:22][CH2:23][CH2:24][CH2:25][CH2:26][CH2:27][CH2:28][CH2:29][C:30]([O:32][N:47]2[C:52](=[O:53])[CH2:51][CH2:50][C:48]2=[O:49])=[O:31])[CH:17]=[C:9]([C:10]([O:12][C:13]([CH3:16])([CH3:15])[CH3:14])=[O:11])[CH:8]=1)([CH3:2])([CH3:3])[CH3:4] |f:1.2|. Reported procedure: To a solution of 5-(9-Carboxy-nonyloxy)-isophthalic acid di-tert-butyl ester (156 mg, 0.34 mmol) in dry THF (2 ml) was added TSTU (125 mg) and DIPEA (0.08 ml). The mixture was stirred under nitrogen over night. The mixture was concentrated. The residue was redissolved in EtOAc and filtered. The filtrate was washed with 0.1N HCl (2×), and brine (1×), dried (Na2SO4) and concentrated to give a clear syrup. Starting materials: C(C)(C)(C)OC(C1=CC(C(=O)OC(C)(C)C)=CC(=C1)OCCCCCCCCCC(=O)O)=O (5-(9-Carboxy-nonyloxy)-isophthalic acid di-tert-butyl ester), [B-](F)(F)(F)F.CN(C)C(=[N+](C)C)ON1C(=O)CCC1=O (TSTU), CCN(C(C)C)C(C)C (DIPEA).